The task is: describe an organic reaction: reactants, conditions, products, and yield. This data is from the Open Reaction Database (ORD), a public repository of structured organic reaction records. Starting materials: OC1=NN(C=C1CC(=O)OC)C (methyl (3-hydroxy-1-methyl-1H-pyrazol-4-yl)acetate), ClCC=1C=CC(=NC1)OCC=1N=C(OC1C)C=1OC=CC1 (5-chloromethyl-2-[2-(2-furyl)-5-methyl-4-oxazolylmethoxy]pyridine), C([O-])([O-])=O.[K+].[K+] (potassium carbonate), CN(C=O)C (N,N-dimethylformamide). Solvent: O (water). Reaction conditions: temperature 60 celsius, time 4 hour. Yields the product O1C(=CC=C1)C=1OC(=C(N1)COC1=CC=C(C=N1)COC1=NN(C=C1CC(=O)OC)C)C (methyl [3-[6-[2-(2-furyl)-5-methyl-4-oxazolylmethoxy]-3-pyridylmethoxy]-1-methyl-1H-pyrazol-4-yl]acetate). The yield is 81.2%. RXN SMILES: [OH:1][C:2]1[C:6]([CH2:7][C:8]([O:10][CH3:11])=[O:9])=[CH:5][N:4]([CH3:12])[N:3]=1.Cl[CH2:14][C:15]1[CH:16]=[CH:17][C:18]([O:21][CH2:22][C:23]2[N:24]=[C:25]([C:29]3[O:30][CH:31]=[CH:32][CH:33]=3)[O:26][C:27]=2[CH3:28])=[N:19][CH:20]=1.C(=O)([O-])[O-].[K+].[K+].CN(C)C=O>O>[O:30]1[CH:31]=[CH:32][CH:33]=[C:29]1[C:25]1[O:26][C:27]([CH3:28])=[C:23]([CH2:22][O:21][C:18]2[N:19]=[CH:20][C:15]([CH2:14][O:1][C:2]3[C:6]([CH2:7][C:8]([O:10][CH3:11])=[O:9])=[CH:5][N:4]([CH3:12])[N:3]=3)=[CH:16][CH:17]=2)[N:24]=1 |f:2.3.4|. Reported procedure: A mixture of methyl (3-hydroxy-1-methyl-1H-pyrazol-4-yl)acetate (298 mg), 5-chloromethyl-2-[2-(2-furyl)-5-methyl-4-oxazolylmethoxy]pyridine (533 mg), potassium carbonate (484 mg) and N,N-dimethylformamide (10 ml) was stirred at 60° C. for 4 hrs. The reaction mixture was poured into water and the mixture was extracted with ethyl acetate. The ethyl acetate layer was washed with saturated brine, dried (MgSO4) and concentrated. The residue was subjected to silica gel column chromatography, and methy... The reactants are ClC1=CC=2C(=NN(N2)C2=C(C(=CC(=C2)C(C)(C)CC(C)(C)C)C(C)(C)C2=CC=CC=C2)O)C=C1 (5-chloro-2-(2-hydroxy-3-α-cumyl-5-tert-octylphenyl)-2H-benzotriazole), C(CCCCCCC)S (octyl mercaptan). Yields the product C(CCCCCCC)SC1=CC=2C(=NN(N2)C2=C(C(=CC(=C2)C(C)(C)CC(C)(C)C)C(C)(C)C2=CC=CC=C2)O)C=C1 (5-Octylthio-2-(2-hydroxy-3-α-cumyl-5-tert-octylphenyl)-2H-benzotriazole). As a reaction SMILES: Cl[C:2]1[CH:34]=[CH:33][C:5]2=[N:6][N:7]([C:9]3[CH:14]=[C:13]([C:15]([CH2:18][C:19]([CH3:22])([CH3:21])[CH3:20])([CH3:17])[CH3:16])[CH:12]=[C:11]([C:23]([C:26]4[CH:31]=[CH:30][CH:29]=[CH:28][CH:27]=4)([CH3:25])[CH3:24])[C:10]=3[OH:32])[N:8]=[C:4]2[CH:3]=1.[CH2:35]([SH:43])[CH2:36][CH2:37][CH2:38][CH2:39][CH2:40][CH2:41][CH3:42]>>[CH2:35]([S:43][C:2]1[CH:34]=[CH:33][C:5]2=[N:6][N:7]([C:9]3[CH:14]=[C:13]([C:15]([CH2:18][C:19]([CH3:22])([CH3:21])[CH3:20])([CH3:17])[CH3:16])[CH:12]=[C:11]([C:23]([C:26]4[CH:31]=[CH:30][CH:29]=[CH:28][CH:27]=4)([CH3:25])[CH3:24])[C:10]=3[OH:32])[N:8]=[C:4]2[CH:3]=1)[CH2:36][CH2:37][CH2:38][CH2:39][CH2:40][CH2:41][CH3:42]. Procedure: Using the procedure of Example 6 with 5-chloro-2-(2-hydroxy-3-α-cumyl-5-tert-octylphenyl)-2H-benzotriazole and octyl mercaptan, the title compound is prepared. The reactants are OCCBr, CCN(CC)CCS, CO, Cl, [Na+], [OH-], O. Yields the product CCN(CC)CCSCCO. RXN SMILES: [Br:14][CH2:15][CH2:16][OH:17].[CH2:2]([CH3:3])[N:4]([CH2:5][CH2:6][SH:7])[CH2:8][CH3:9].[CH3:10][OH:11].[ClH:1].[Na+:13].[OH-:12].[OH2:18]>>[CH2:2]([CH3:3])[N:4]([CH2:5][CH2:6][S:7][CH2:15][CH2:16][OH:17])[CH2:8][CH3:9]. Reactants: ClC=1C=CC(=C(C1)S(=O)(=O)N1CCC2=C(C=C(C=C12)C(=O)NC1=CC(=C(C(=O)O)C=C1)F)OC)OC (4-{[1-(5-Chloro-2-methoxy-benzenesulfonyl)-4-methoxy-2,3-dihydro-1H-indole-6-carbonyl]-amino}-2-fluoro-benzoic acid), ClC=1C=CC(=C(C1)S(=O)(=O)Cl)OC (5-chloro-2-methoxy-benzenesulfonyl chloride). The product is C(C)OC(C1=C(C=C(C=C1)NC(=O)C1=CC(=C2CCN(C2=C1)S(=O)(=O)C1=C(C=CC(=C1)Cl)OC)OC)F)=O (4-{[1-(5-chloro-2-methoxy-benzenesulfonyl)-4-methoxy-2,3-dihydro-1H-indole-6-carbonyl]-amino}-2-fluoro-benzoic acid ethyl ester). As a reaction SMILES: [Cl:1][C:2]1[CH:3]=[CH:4][C:5]([O:35][CH3:36])=[C:6]([S:8]([N:11]2[C:19]3[C:14](=[C:15]([O:33][CH3:34])[CH:16]=[C:17]([C:20]([NH:22][C:23]4[CH:31]=[CH:30][C:26]([C:27]([OH:29])=[O:28])=[C:25]([F:32])[CH:24]=4)=[O:21])[CH:18]=3)[CH2:13][CH2:12]2)(=[O:10])=[O:9])[CH:7]=1.Cl[C:38]1C=CC(OC)=C(S(Cl)(=O)=O)[CH:43]=1>>[CH2:38]([O:28][C:27](=[O:29])[C:26]1[CH:30]=[CH:31][C:23]([NH:22][C:20]([C:17]2[CH:18]=[C:19]3[C:14]([CH2:13][CH2:12][N:11]3[S:8]([C:6]3[CH:7]=[C:2]([Cl:1])[CH:3]=[CH:4][C:5]=3[O:35][CH3:36])(=[O:10])=[O:9])=[C:15]([O:33][CH3:34])[CH:16]=2)=[O:21])=[CH:24][C:25]=1[F:32])[CH3:43]. Reported procedure: 4-{[1-(5-Chloro-2-methoxy-benzenesulfonyl)-4-methoxy-2,3-dihydro-1H-indole-6-carbonyl]-amino}-2-fluoro-benzoic acid, m/z (ES+): 535.33 (M+H+.), was prepared in analogy to example 14, steps 1 to 6. Step 5 was performed using 5-chloro-2-methoxy-benzenesulfonyl chloride and yielded 4-{[1-(5-chloro-2-methoxy-benzenesulfonyl)-4-methoxy-2,3-dihydro-1H-indole-6-carbonyl]-amino}-2-fluoro-benzoic acid ethyl ester, which was hydrolyzed in step 6. Reactants: Cc1ncnc(C)c1C(=O)O, CC(CCN)N1CCC(Nc2ccc(O[Si](C)(C)C(C)(C)C)cc2)CC1. The product is Cc1ncnc(C)c1C(=O)NCCC(C)N1CCC(Nc2ccc(O[Si](C)(C)C(C)(C)C)cc2)CC1. As a reaction SMILES: [CH3:27][c:28]1[n:29][cH:30][n:31][c:32]([CH3:37])[c:33]1[C:34](=[O:35])[OH:36].[NH2:1][CH2:2][CH2:3][CH:4]([CH3:5])[N:6]1[CH2:7][CH2:8][CH:9]([NH:12][c:13]2[cH:14][cH:15][c:16]([O:19][Si:20]([CH3:21])([CH3:22])[C:23]([CH3:24])([CH3:25])[CH3:26])[cH:17][cH:18]2)[CH2:10][CH2:11]1>>[NH:1]([CH2:2][CH2:3][CH:4]([CH3:5])[N:6]1[CH2:7][CH2:8][CH:9]([NH:12][c:13]2[cH:14][cH:15][c:16]([O:19][Si:20]([CH3:21])([CH3:22])[C:23]([CH3:24])([CH3:25])[CH3:26])[cH:17][cH:18]2)[CH2:10][CH2:11]1)[C:34]([c:33]1[c:28]([CH3:27])[n:29][cH:30][n:31][c:32]1[CH3:37])=[O:35]. Starting materials: COC(=O)c1ccc(C[P+](c2ccccc2)(c2ccccc2)c2ccccc2)cc1, CC(C)(C)[O-], Cc1ccccc1, [Cl-], O=CC(CCC(F)(F)F)c1ccc(-c2ccc(C(F)(F)F)cc2)nc1, [K+], O. Yields the product COC(=O)c1ccc(C=CC(CCC(F)(F)F)c2ccc(-c3ccc(C(F)(F)F)cc3)nc2)cc1. RXN SMILES: [CH3:2][O:3][C:4](=[O:5])[c:6]1[cH:7][cH:8][c:9]([CH2:10][P+:11]([c:12]2[cH:13][cH:14][cH:15][cH:16][cH:17]2)([c:18]2[cH:19][cH:20][cH:21][cH:22][cH:23]2)[c:24]2[cH:25][cH:26][cH:27][cH:28][cH:29]2)[cH:30][cH:31]1.[CH3:32][C:33]([CH3:34])([O-:35])[CH3:36].[CH3:64][c:65]1[cH:66][cH:67][cH:68][cH:69][cH:70]1.[Cl-:1].[F:38][C:39]([CH2:40][CH2:41][CH:42]([CH:43]=[O:44])[c:45]1[cH:46][n:47][c:48](-[c:51]2[cH:52][cH:53][c:54]([C:57]([F:58])([F:59])[F:60])[cH:55][cH:56]2)[cH:49][cH:50]1)([F:61])[F:62].[K+:37].[OH2:63]>>[CH3:2][O:3][C:4](=[O:5])[c:6]1[cH:7][cH:8][c:9]([CH:10]=[CH:43][CH:42]([CH2:41][CH2:40][C:39]([F:38])([F:61])[F:62])[c:45]2[cH:46][n:47][c:48](-[c:51]3[cH:52][cH:53][c:54]([C:57]([F:58])([F:59])[F:60])[cH:55][cH:56]3)[cH:49][cH:50]2)[cH:30][cH:31]1.